This data is from the Open Reaction Database (ORD), a public repository of structured organic reaction records. The task is: describe an organic reaction: reactants, conditions, products, and yield Starting materials: N#CN.[Pb] (Lead cyanamide), CNC(=S)NCCSCC=1N=CNC1 (N-methyl-N'-[2-(4-imidazolylmethylthio)ethyl]thiourea), CN(C=O)C (dimethylformamide). Run in C(C)#N (acetonitrile). The product is C(#N)NC(=NC)NCCSCC=1N=CNC1 (N-cyano-N'-[2-(4-imidazolylmethylthio)ethyl]-N"-methylguanidine). Isolated yield 31.1%. As a reaction SMILES: [N:1]#[C:2][NH2:3].[Pb].[CH3:5][NH:6][C:7]([NH:9][CH2:10][CH2:11][S:12][CH2:13][C:14]1[N:15]=[CH:16][NH:17][CH:18]=1)=S.CN(C)C=O>C(#N)C>[C:2]([NH:3][C:7]([NH:9][CH2:10][CH2:11][S:12][CH2:13][C:14]1[N:15]=[CH:16][NH:17][CH:18]=1)=[N:6][CH3:5])#[N:1] |f:0.1,^3:3|. Procedure details: Lead cyanamide (24.7 g.) was added to a solution of N-methyl-N'-[2-(4-imidazolylmethylthio)ethyl]thiourea (11.5 g.) in acetonitrile (250 ml.) containing dimethylformamide. The stirred suspension was heated under reflux for 48 hours. Filtration followed by concentration under reduced pressure and purification of the product or a column of silica gel with ethyl acetate-isopropyl alcohol (2.1) as eluant gave N-cyano-N'-[2-(4-imidazolylmethylthio)ethyl]-N"-methylguanidine (3.7 g.), m.p. 138°-140° (f... Starting materials: Cl.C1C2(CCC3=CC=CC=C13)CCC(CC2)NC (3',4'-dihydrospiro[cyclohexane-1,2'(1'H)-naphthalen]-4-yl-N-methylamine hydrochloride), 2,2-dimethyl-1,3-propanediol ketal, ClCCCC(=O)C1=CC=C(C=C1)F (4-chloro-4'-fluorobutyrophenone), [I-].[K+] (potassium iodide), C([O-])([O-])=O.[K+].[K+] (potassium carbonate). Run in CN(C=O)C (dimethylformamide). Run at time 1.5 hour. The product is Cl.FC1=CC=C(C=C1)C(CCCN(C)C1CCC2(CC3=CC=CC=C3CC2)CC1)=O (4'-fluoro-4-[3',4'-dihydrospiro[cyclohexane-1,2'(1'H)-naphthalen]-4-yl-N-methylamino]butyrophenone hydrochloride). RXN SMILES: Cl.[CH2:2]1[C:11]2[C:6](=[CH:7][CH:8]=[CH:9][CH:10]=2)[CH2:5][CH2:4][C:3]21[CH2:16][CH2:15][CH:14]([NH:17][CH3:18])[CH2:13][CH2:12]2.[I-].[K+].C(=O)([O-])[O-].[K+].[K+].[Cl:27][CH2:28][CH2:29][CH2:30][C:31]([C:33]1[CH:38]=[CH:37][C:36]([F:39])=[CH:35][CH:34]=1)=[O:32]>CN(C)C=O>[ClH:27].[F:39][C:36]1[CH:37]=[CH:38][C:33]([C:31](=[O:32])[CH2:30][CH2:29][CH2:28][N:17]([CH:14]2[CH2:15][CH2:16][C:3]3([CH2:4][CH2:5][C:6]4[C:11](=[CH:10][CH:9]=[CH:8][CH:7]=4)[CH2:2]3)[CH2:12][CH2:13]2)[CH3:18])=[CH:34][CH:35]=1 |f:0.1,2.3,4.5.6,9.10|. Reported procedure: A mixture of the free base prepared from 0.81 g. of 3',4'-dihydrospiro[cyclohexane-1,2'(1'H)-naphthalen]-4-yl-N-methylamine hydrochloride [I(c)] (obtained as in Example 14C), 0.63 g. of potassium iodide, 0.96 g. of potassium carbonate and 0.87 g. of the 2,2-dimethyl-1,3-propanediol ketal of 4-chloro-4'-fluorobutyrophenone in 15 ml. of dimethylformamide is heated together in an oil bath at about 90° C. for about 20 hours. The solvent is removed under vacuum and the residue dissolved in water and ... Starting materials: FC(S(=O)(=O)OC1=CC(=C(C(=C1)O)C=1N=NC(=CC1)OC1CC(NC(C1)(C)C)(C)C)F)(F)F (3-fluoro-5-hydroxy-4-(6-((2,2,6,6-tetramethylpiperidin-4-yl)oxy)pyridazin-3-yl)phenyl trifluoromethanesulfonate), CC1(OB(OC1(C)C)C=1C=NN(C1)C(=O)[O-])C (4-(4,4,5,5-tetramethyl-1,3,2-dioxaborolan-2-yl)-1H-pyrazole-1-carboxylate). The product is O.FC=1C(=C(C=C(C1)C=1C=NNC1)O)C=1N=NC(=CC1)OC1CC(NC(C1)(C)C)(C)C (3-fluoro-5-(1H-pyrazol-4-yl)-2-(6-((2,2,6,6-tetramethylpiperidin-4-yl)oxy)pyridazin-3-yl)phenol hydrate), solid. The yield is 25.0%. RXN SMILES: FC(F)(F)S(O[C:7]1[CH:12]=[C:11]([OH:13])[C:10]([C:14]2[N:15]=[N:16][C:17]([O:20][CH:21]3[CH2:26][C:25]([CH3:28])([CH3:27])[NH:24][C:23]([CH3:30])([CH3:29])[CH2:22]3)=[CH:18][CH:19]=2)=[C:9]([F:31])[CH:8]=1)(=O)=[O:4].CC1(C)C(C)(C)OB([C:42]2[CH:43]=[N:44][N:45](C([O-])=O)[CH:46]=2)O1>>[OH2:4].[F:31][C:9]1[C:10]([C:14]2[N:15]=[N:16][C:17]([O:20][CH:21]3[CH2:22][C:23]([CH3:30])([CH3:29])[NH:24][C:25]([CH3:27])([CH3:28])[CH2:26]3)=[CH:18][CH:19]=2)=[C:11]([OH:13])[CH:12]=[C:7]([C:42]2[CH:43]=[N:44][NH:45][CH:46]=2)[CH:8]=1 |f:2.3|. Procedure: Following the representative procedure GENERAL METHOD 1-6 for Suzuki cross-coupling, 3-fluoro-5-hydroxy-4-(6-((2,2,6,6-tetramethylpiperidin-4-yl)oxy)pyridazin-3-yl)phenyl trifluoromethanesulfonate and 4-(4,4,5,5-tetramethyl-1,3,2-dioxaborolan-2-yl)-1H-pyrazole-1-carboxylate were reacted and the crude product was purified via reverse phase preparative HPLC (10% CH3CN to 30% in H2O). After salt formation, the hydrochloride salt of 3-fluoro-5-(1H-pyrazol-4-yl)-2-(6-((2,2,6,6-tetramethylpiperidin-4-... Reactants: ClC(=C(C)C)N(C)C (1-chloro-N,N,2-trimethylpropenylamine), C(C)(C)(C)O (tert.-butanol), CC1([C@@H]([C@@H]1\C=C/C(O)=O)C(=O)O[C@@H](C1=CC(=CC=C1)OC1=CC=CC=C1)C#N)C ((S)α-cyano-3-phenoxy-benzyl(1R,cis,Z)2,2-dimethyl-3-[3-oxo-3-hydroxy-1-propenyl]-cyclopropane-carboxylate). Solvent: C(Cl)Cl (methylene chloride), C(Cl)Cl (methylene chloride). Conditions: temperature 20 celsius, time 48 hour. Product: CC1([C@@H]([C@@H]1\C=C/C(Cl)=O)C(=O)O[C@@H](C1=CC(=CC=C1)OC1=CC=CC=C1)C#N)C ((S)α-cyano-3-phenoxy-benzyl(1R,cis,Z)2,2-dimethyl-3-[3-oxo-3-chloro-1-propenyl]-cyclopropane-carboxylate). Reaction SMILES: [Cl:1]C(N(C)C)=C(C)C.C(O)(C)(C)C.[CH3:14][C:15]1([CH3:42])[C@@H:17](/[CH:18]=[CH:19]\[C:20](=O)[OH:21])[C@H:16]1[C:23]([O:25][C@H:26]([C:40]#[N:41])[C:27]1[CH:32]=[CH:31][CH:30]=[C:29]([O:33][C:34]2[CH:39]=[CH:38][CH:37]=[CH:36][CH:35]=2)[CH:28]=1)=[O:24]>C(Cl)Cl>[CH3:14][C:15]1([CH3:42])[C@@H:17](/[CH:18]=[CH:19]\[C:20](=[O:21])[Cl:1])[C@H:16]1[C:23]([O:25][C@H:26]([C:40]#[N:41])[C:27]1[CH:32]=[CH:31][CH:30]=[C:29]([O:33][C:34]2[CH:39]=[CH:38][CH:37]=[CH:36][CH:35]=2)[CH:28]=1)=[O:24]. Procedure: A solution of 0.25 ml of 1-chloro-N,N,2-trimethylpropenylamine, 7.5 ml of methylene chloride and 1.5 ml of tert.-butanol was added to a solution of 0.5 g of (S)α-cyano-3-phenoxy-benzyl(1R,cis,Z)2,2-dimethyl-3-[3-oxo-3-hydroxy-1-propenyl]-cyclopropane-carboxylate in 7.5 ml of methylene chloride and the mixture was stirred at 20° C. for 48 hours. The mixture was extracted with methylene chloride and the organic phase was washed with water and evaporated to dryness under reduced pressure. The resid... Reactants: C(C)I (ethyl iodide), C1C=C(C2=CC=CC=C12)CC(=O)OC (Methyl inden-3-ylacetate), [Li+].CC(C)[N-]C(C)C (LDA). Run in C1CCOC1 (THF), C1CCOC1 (THF). Conditions: temperature -70 celsius, time 30 minute. Yields the product C(C)C1C=C(C2=CC=CC=C12)CC(=O)OC (Methyl (1-ethylinden-3-yl)acetate). RXN SMILES: [CH2:1]1[C:9]2[C:4](=[CH:5][CH:6]=[CH:7][CH:8]=2)[C:3]([CH2:10][C:11]([O:13][CH3:14])=[O:12])=[CH:2]1.[Li+].[CH3:16][CH:17]([N-]C(C)C)C.C(I)C>C1COCC1>[CH2:16]([CH:1]1[C:9]2[C:4](=[CH:5][CH:6]=[CH:7][CH:8]=2)[C:3]([CH2:10][C:11]([O:13][CH3:14])=[O:12])=[CH:2]1)[CH3:17] |f:1.2|. Procedure details: To a solution of methyl inden-3-ylacetate from Example 13, Step 1 (1 g, 5.32 mmol) in THF (10 mL) at −70° C. was added dropwise a solution of LDA (12.2 mL, 0.87 M, 2 eq.) in THF. The resulting orange solution was stirred for 30 minutes at −70° C. and then ethyl iodide (0.47 mL, 5.85 mmol) was added dropwise. The cooling bath was removed and the reaction mixture was left to warm to room temperature while a precipitate appeared. The reaction mixture was then quenched with a saturated aqueous solut... The reactants are N1N=CC=C1 (pyrazole), N1(CCCC1)C(CNC(=O)C1=NNC(=C1Br)NC(C1=C(C=CC=C1)Cl)=O)C (4-Bromo-5-(2-chloro-benzoylamino)-1H-pyrazole-3-carboxylic acid (2-pyrrolidin-1-yl-prop-1-yl)-amide). Yields the product CN(C)C[C@@H](CCC1=CC=CC=C1)NC(=O)C1=NNC(=C1Br)NC(C1=C(C=CC=C1)Cl)=O ((R)-4-Bromo-5-(2-chloro-benzoylamino)-1H-pyrazole-3-carboxylic acid (1-dimethylaminomethyl-3-phenyl-propyl)-amide). RXN SMILES: N1[CH:5]=[CH:4][CH:3]=N1.[N:6]1([CH:11](C)[CH2:12][NH:13][C:14]([C:16]2[C:20]([Br:21])=[C:19]([NH:22][C:23](=[O:31])[C:24]3[CH:29]=[CH:28][CH:27]=[CH:26][C:25]=3[Cl:30])[NH:18][N:17]=2)=[O:15])[CH2:10]CC[CH2:7]1>>[CH3:10][N:6]([CH2:11][C@H:12]([NH:13][C:14]([C:16]1[C:20]([Br:21])=[C:19]([NH:22][C:23](=[O:31])[C:24]2[CH:29]=[CH:28][CH:27]=[CH:26][C:25]=2[Cl:30])[NH:18][N:17]=1)=[O:15])[CH2:3][CH2:4][C:5]1[CH:28]=[CH:29][CH:24]=[CH:25][CH:26]=1)[CH3:7]. Reported procedure: The pyrazole acid, prepared as described in Procedure 8, was coupled with (R)—N,N-dimethyl-4-phenyl-1,2-butanediamine (prepared as shown in Procedure 2) using the method of Procedure 3.